Dataset: the Open Reaction Database (ORD), a public repository of structured organic reaction records. Task: describe an organic reaction: reactants, conditions, products, and yield Starting materials: N#Cc1ccc(Br)cn1, COc1ccc(CO)cc1, [H-], [Na+], CN(C)C=O. The product is COc1ccc(COc2ccc(C#N)nc2)cc1. As a reaction SMILES: [Br:13][c:14]1[cH:15][cH:16][c:17]([C:20]#[N:21])[n:18][cH:19]1.[CH3:1][O:2][c:3]1[cH:4][cH:5][c:6]([CH2:7][OH:8])[cH:9][cH:10]1.[H-:11].[Na+:12].[O:22]=[CH:23][N:24]([CH3:25])[CH3:26]>>[CH3:1][O:2][c:3]1[cH:4][cH:5][c:6]([CH2:7][O:8][c:14]2[cH:15][cH:16][c:17]([C:20]#[N:21])[n:18][cH:19]2)[cH:9][cH:10]1. The reactants are NC=1C=NC2=CC(=CC=C2C1)CC (3-Amino-7-ethylquinoline), C(C)(C)(C)OC(=O)NCC(=O)N[C@@H]1C[C@H](N(C1)C(=O)OC(C)(C)C)C(=O)O (trans-4-(N-tert-butoxycarbonylglycyl)amino-N-tert-butoxycarbonyl-L-proline). Yields the product NCC(=O)N[C@@H]1C[C@H](NC1)C(=O)NC=1C=NC2=CC(=CC=C2C1)CC ((2S,4R)-4-(2-Aminoacetamido)-N-[7-ethyl-3-quinolyl]-2-pyrrolidinecarboxamide). As a reaction SMILES: [NH2:1][C:2]1[CH:3]=[N:4][C:5]2[C:10]([CH:11]=1)=[CH:9][CH:8]=[C:7]([CH2:12][CH3:13])[CH:6]=2.C(OC([NH:21][CH2:22][C:23]([NH:25][C@H:26]1[CH2:30][N:29](C(OC(C)(C)C)=O)[C@H:28]([C:38](O)=[O:39])[CH2:27]1)=[O:24])=O)(C)(C)C>>[NH2:21][CH2:22][C:23]([NH:25][C@H:26]1[CH2:30][NH:29][C@H:28]([C:38]([NH:1][C:2]2[CH:3]=[N:4][C:5]3[C:10]([CH:11]=2)=[CH:9][CH:8]=[C:7]([CH2:12][CH3:13])[CH:6]=3)=[O:39])[CH2:27]1)=[O:24]. Reported procedure: 3-Amino-7-ethylquinoline was coupled with trans-4-(N-tert-butoxycarbonylglycyl)amino-N-tert-butoxycarbonyl-L-proline and deprotected according to Compound M1. The reactants are FC(S(=O)(=O)OC1=C(C=C(C=C1C)C=O)C)(F)F (4-formyl-2,6-dimethylphenyl trifluoromethanesulfonate), ClC1=CC=C(C=C1)B(O)O (4-chlorophenylboronic acid), COC1=C(C(=CC=C1)OC)C1=C(C=CC=C1)P(C1CCCCC1)C1CCCCC1 (2,6-dimethoxy-2′-(dicyclohexylphosphino)biphenyl), C([O-])([O-])=O.[Na+].[Na+] (sodium carbonate). The reagents and catalysts are C=1C=CC(=CC1)/C=C/C(=O)/C=C/C2=CC=CC=C2.C=1C=CC(=CC1)/C=C/C(=O)/C=C/C2=CC=CC=C2.C=1C=CC(=CC1)/C=C/C(=O)/C=C/C2=CC=CC=C2.[Pd].[Pd] (tris(dibenzylideneacetone)dipalladium). Run in O (water), C1(=CC=CC=C1)C (toluene). Reaction conditions: temperature 100 celsius, time 8 hour. Product: ClC1=CC=C(C=C1)C1=C(C=C(C=C1C)C=O)C (4′-chloro-2,6-dimethylbiphenyl-4-carbaldehyde). As a reaction SMILES: FC(F)(F)S(O[C:7]1[C:12]([CH3:13])=[CH:11][C:10]([CH:14]=[O:15])=[CH:9][C:8]=1[CH3:16])(=O)=O.[Cl:19][C:20]1[CH:25]=[CH:24][C:23](B(O)O)=[CH:22][CH:21]=1.COC1C=CC=C(OC)C=1C1C=CC=CC=1P(C1CCCCC1)C1CCCCC1.C(=O)([O-])[O-].[Na+].[Na+]>C1C=CC(/C=C/C(/C=C/C2C=CC=CC=2)=O)=CC=1.C1C=CC(/C=C/C(/C=C/C2C=CC=CC=2)=O)=CC=1.C1C=CC(/C=C/C(/C=C/C2C=CC=CC=2)=O)=CC=1.[Pd].[Pd].O.C1(C)C=CC=CC=1>[Cl:19][C:20]1[CH:25]=[CH:24][C:23]([C:7]2[C:12]([CH3:13])=[CH:11][C:10]([CH:14]=[O:15])=[CH:9][C:8]=2[CH3:16])=[CH:22][CH:21]=1 |f:3.4.5,6.7.8.9.10|. Procedure: A reaction mixture of 4-formyl-2,6-dimethylphenyl trifluoromethanesulfonate (2.17 g), 4-chlorophenylboronic acid (1.80 g), tris(dibenzylideneacetone)dipalladium (0.282 g), 2,6-dimethoxy-2′-(dicyclohexylphosphino)biphenyl (0.505 g), sodium carbonate (2.45 g), toluene (34.5 mL) and water (11.5 mL) was stirred at 100° C. overnight under a nitrogen atmosphere. The insoluble material was filtered off through celite, and the filtrate was extracted with ethyl acetate. The extract was washed with satura... Starting materials: [H][H] (hydrogen), CC(C)(C)C=1C=C(C=C(C1O)C(C)(C)C)C=C1C(NC(S1)=O)=O (5-{[3,5-bis(1,1-dimethylethyl)-4-hydroxyphenyl]} methylene-2,4-thiazolidinedione), [H][H] (hydrogen). Reagents/catalysts: [Pd] (palladium on carbon), [Pd] (palladium on carbon). Run in C(C)(=O)OCC (ethyl acetate). The product is CC(C)(C)C=1C=C(C=C(C1O)C(C)(C)C)CC1C(NC(S1)=O)=O (5-[3,5-bis(1,1-dimethylethyl)-4-hydroxyphenyl]methyl-2,4-thiazolidinedione). Yield: 59.2%. As a reaction SMILES: [CH3:1][C:2]([C:5]1[CH:6]=[C:7]([CH:16]=[C:17]2[S:21][C:20](=[O:22])[NH:19][C:18]2=[O:23])[CH:8]=[C:9]([C:12]([CH3:15])([CH3:14])[CH3:13])[C:10]=1[OH:11])([CH3:4])[CH3:3].[H][H]>C(OCC)(=O)C.[Pd]>[CH3:15][C:12]([C:9]1[CH:8]=[C:7]([CH2:16][CH:17]2[S:21][C:20](=[O:22])[NH:19][C:18]2=[O:23])[CH:6]=[C:5]([C:2]([CH3:1])([CH3:3])[CH3:4])[C:10]=1[OH:11])([CH3:13])[CH3:14]. Reported procedure: To 15.0 g (0.045 moles) of 5-{[3,5-bis(1,1-dimethylethyl)-4-hydroxyphenyl]} methylene-2,4-thiazolidinedione, in 375 ml of ethyl acetate, 3.0 g of 10% palladium on carbon was added. The mixture was heated at 80° C. in the presence of 50 psi (345 KPa) of hydrogen for 4.5 hours. An additional 3.0 g of 10% palladium on carbon was added and the mixture was again heated at 80° C. in the presence of 50 psi (345 KPa) of hydrogen for 2 hours. The catalyst was removed by filtration and the filtrate was ev...